This data is from the Open Reaction Database (ORD), a public repository of structured organic reaction records. The task is: describe an organic reaction: reactants, conditions, products, and yield Reactants: C(C)(C)(C)OC(=O)C=1C(N(C2=CC(=C(C=C2C1O)C(CCC)=O)C)CC)=O (1-ethyl-6-butyryl-4-hydroxy-7-methylcarbostyril-3-carboxylic acid tert-butyl ester), Cl(=O)(=O)(=O)O (perchloric acid). The solvent is C(C)OCC (diethyl ether). The product is C(C)N1C(=O)C(=C(C2=CC(=C(C=C12)C)C(CCC)=O)O)C(=O)O (1-ethyl-6-butyryl-4-hydroxy-7-methylcarbostyril-3-carboxylic acid). RXN SMILES: C([O:5][C:6]([C:8]1[C:9](=[O:27])[N:10]([CH2:25][CH3:26])[C:11]2[C:16]([C:17]=1[OH:18])=[CH:15][C:14]([C:19](=[O:23])[CH2:20][CH2:21][CH3:22])=[C:13]([CH3:24])[CH:12]=2)=[O:7])(C)(C)C.Cl(O)(=O)(=O)=O>C(OCC)C>[CH2:25]([N:10]1[C:11]2[C:16](=[CH:15][C:14]([C:19](=[O:23])[CH2:20][CH2:21][CH3:22])=[C:13]([CH3:24])[CH:12]=2)[C:17]([OH:18])=[C:8]([C:6]([OH:7])=[O:5])[C:9]1=[O:27])[CH3:26]. Procedure: 7.13 g of 1-ethyl-6-butyryl-4-hydroxy-7-methylcarbostyril-3-carboxylic acid tert-butyl ester are suspended in 100 ml of diethyl ether and, while stirring, 2.0 ml of 70% strength perchloric acid are carefully added. The reaction mixture is stirred for 10 minutes at 30°, cooled by means of an ice bath and suction-filtered and the residue is washed twice with a little diethyl ether and subsequently with hexane, then allowed to dry at room temperature. In this manner 1-ethyl-6-butyryl-4-hydroxy-7-me... Reactants: COc1cc(Br)nc(Br)c1, N. Yields the product COc1cc(N)nc(Br)c1. RXN SMILES: [Br:1][c:2]1[n:3][c:4]([Br:10])[cH:5][c:6]([O:8][CH3:9])[cH:7]1.[NH3:11]>>[Br:1][c:2]1[n:3][c:4]([NH2:11])[cH:5][c:6]([O:8][CH3:9])[cH:7]1. The reactants are O=C([O-])O, CCCCCC, COC(=O)CCl, [Na+], Nc1cccc(Oc2ccccc2)c1, O. The product is COC(=O)CNc1cccc(Oc2ccccc2)c1. Reaction SMILES: [C:15](=[O:16])([OH:17])[O-:18].[CH3:27][CH2:28][CH2:29][CH2:30][CH2:31][CH3:32].[Cl:20][CH2:21][C:22](=[O:23])[O:24][CH3:25].[Na+:19].[O:1]([c:2]1[cH:3][cH:4][cH:5][cH:6][cH:7]1)[c:8]1[cH:9][c:10]([NH2:11])[cH:12][cH:13][cH:14]1.[OH2:26]>>[O:1]([c:2]1[cH:3][cH:4][cH:5][cH:6][cH:7]1)[c:8]1[cH:9][c:10]([NH:11][CH2:21][C:22](=[O:23])[O:24][CH3:25])[cH:12][cH:13][cH:14]1. The reactants are FC(F)(F)C(F)(Cl)C(F)(F)F, FC(F)=C(F)C(F)(F)F, FC(C(F)(F)F)C(F)(F)F. The product is FC(F)(F)C(F)(F)C(F)(F)F. Reaction SMILES: [Cl:1][C:2]([C:3]([F:4])([F:5])[F:6])([C:7]([F:8])([F:9])[F:10])[F:11].[F:12][C:13]([F:14])([F:15])[C:16]([F:17])=[C:18]([F:19])[F:20].[F:21][C:22]([F:23])([F:24])[CH:25]([F:26])[C:27]([F:28])([F:29])[F:30]>>[C:2]([C:3]([F:4])([F:5])[F:6])([C:7]([F:8])([F:9])[F:10])([F:11])[F:12]. Reactants: CCNC(=O)Nc1cc(-c2nc(C(F)(F)F)cs2)c(-c2ccc3c(c2)c(=O)c(C(=O)OCC)cn3C2CCCCC2O)cn1, C1CCOC1, CO, [Li+], [OH-]. Yields the product CCNC(=O)Nc1cc(-c2nc(C(F)(F)F)cs2)c(-c2ccc3c(c2)c(=O)c(C(=O)O)cn3C2CCCCC2O)cn1. Reaction SMILES: [CH2:1]([CH3:2])[NH:3][C:4]([NH:5][c:6]1[cH:7][c:8](-[c:35]2[s:36][cH:37][c:38]([C:40]([F:41])([F:42])[F:43])[n:39]2)[c:9](-[c:12]2[cH:13][c:14]3[c:15](=[O:34])[c:16]([C:29](=[O:30])[O:31][CH2:32][CH3:33])[cH:17][n:18]([CH:22]4[CH:23]([OH:28])[CH2:24][CH2:25][CH2:26][CH2:27]4)[c:19]3[cH:20][cH:21]2)[cH:10][n:11]1)=[O:44].[CH2:45]1[O:46][CH2:47][CH2:48][CH2:49]1.[CH3:52][OH:53].[Li+:51].[OH-:50]>>[CH2:1]([CH3:2])[NH:3][C:4]([NH:5][c:6]1[cH:7][c:8](-[c:35]2[s:36][cH:37][c:38]([C:40]([F:41])([F:42])[F:43])[n:39]2)[c:9](-[c:12]2[cH:13][c:14]3[c:15](=[O:34])[c:16]([C:29](=[O:30])[OH:31])[cH:17][n:18]([CH:22]4[CH:23]([OH:28])[CH2:24][CH2:25][CH2:26][CH2:27]4)[c:19]3[cH:20][cH:21]2)[cH:10][n:11]1)=[O:44]. The reactants are CS(=O)(=O)N1CCN(CC1)CC1=CC=2N=C(N=C(C2S1)N1CCOCC1)SC (6-(4-methanesulfonyl-piperazin-1-ylmethyl)-2-methylsulfanyl-4-morpholin-4-yl-thieno[3,2-d]pyrimidine), C(CCC)[Sn](C=1C=NC2=C(C1)N=CN2COCC[Si](C)(C)C)(CCCC)CCCC (6-tributylstannanyl-3-(2-trimethylsilanyl-ethoxymethyl)-3H-imidazo[4,5-]pyridine). The reagents and catalysts are [Cu]Br.CSC (copper(I)bromide dimethylsulfide), C=1C=CC(=CC1)[P](C=2C=CC=CC2)(C=3C=CC=CC3)[Pd]([P](C=4C=CC=CC4)(C=5C=CC=CC5)C=6C=CC=CC6)([P](C=7C=CC=CC7)(C=8C=CC=CC8)C=9C=CC=CC9)[P](C=1C=CC=CC1)(C=1C=CC=CC1)C=1C=CC=CC1 (tetrakis(triphenylphosphine)palladium). Run in C(C)(=O)OCC (ethyl acetate), COCCOC (1,2-dimethoxyethane). Reaction conditions: time 10 minute. Yields the product CS(=O)(=O)N1CCN(CC1)CC1=CC=2N=C(N=C(C2S1)N1CCOCC1)C=1C=C2C(=NC1)N(C=N2)COCC[Si](C)(C)C (6-(4-methanesulfonyl-piperazin-1-ylmethyl)-4-morpholin-4-yl-2-[3-(2-trimethylsilanyl-ethoxymethyl)-3H-imidazo[4,5-b]pyridin-6-yl]-thieno[3,2-d]pyrimidine). Reaction SMILES: [CH3:1][S:2]([N:5]1[CH2:10][CH2:9][N:8]([CH2:11][C:12]2[S:20][C:19]3[C:18]([N:21]4[CH2:26][CH2:25][O:24][CH2:23][CH2:22]4)=[N:17][C:16](SC)=[N:15][C:14]=3[CH:13]=2)[CH2:7][CH2:6]1)(=[O:4])=[O:3].C([Sn](CCCC)(CCCC)[C:34]1[CH:35]=[N:36][C:37]2[N:42]([CH2:43][O:44][CH2:45][CH2:46][Si:47]([CH3:50])([CH3:49])[CH3:48])[CH:41]=[N:40][C:38]=2[CH:39]=1)CCC>COCCOC.C(OCC)(=O)C.[Cu]Br.CSC.C1C=CC([P]([Pd]([P](C2C=CC=CC=2)(C2C=CC=CC=2)C2C=CC=CC=2)([P](C2C=CC=CC=2)(C2C=CC=CC=2)C2C=CC=CC=2)[P](C2C=CC=CC=2)(C2C=CC=CC=2)C2C=CC=CC=2)(C2C=CC=CC=2)C2C=CC=CC=2)=CC=1>[CH3:1][S:2]([N:5]1[CH2:6][CH2:7][N:8]([CH2:11][C:12]2[S:20][C:19]3[C:18]([N:21]4[CH2:26][CH2:25][O:24][CH2:23][CH2:22]4)=[N:17][C:16]([C:34]4[CH:39]=[C:38]5[N:40]=[CH:41][N:42]([CH2:43][O:44][CH2:45][CH2:46][Si:47]([CH3:50])([CH3:49])[CH3:48])[C:37]5=[N:36][CH:35]=4)=[N:15][C:14]=3[CH:13]=2)[CH2:9][CH2:10]1)(=[O:4])=[O:3] |f:4.5,^1:79,81,100,119|. Reported procedure: To a solution of 6-(4-methanesulfonyl-piperazin-1-ylmethyl)-2-methylsulfanyl-4-morpholin-4-yl-thieno[3,2-d]pyrimidine (90 mg) in 1,2-dimethoxyethane (10 mL) was added 6-tributylstannanyl-3-(2-trimethylsilanyl-ethoxymethyl)-3H-imidazo[4,5-]pyridine (219 mg) and copper(I)bromide-dimethylsulfide (84 mg) and the reaction stirred at room temperature for 10 min. Then, tetrakis(triphenylphosphine)palladium (0) (12 mg) was added and the reaction heated at reflux for 16 h. After cooling to room temperatu...